From a dataset of the Open Reaction Database (ORD), a public repository of structured organic reaction records. describe an organic reaction: reactants, conditions, products, and yield Starting materials: CCO, [H][H], C=C(C)c1ccc(CNc2nc(N)nc(-c3ccco3)c2C#N)cc1, C1COCCO1. Product: CC(C)c1ccc(CNc2nc(N)nc(-c3ccco3)c2C#N)cc1. Reaction SMILES: [CH3:28][CH2:29][OH:30].[H:26][H:27].[NH2:1][c:2]1[n:3][c:4]([NH:15][CH2:16][c:17]2[cH:18][cH:19][c:20]([C:23](=[CH2:24])[CH3:25])[cH:21][cH:22]2)[c:5]([C:13]#[N:14])[c:6](-[c:8]2[o:9][cH:10][cH:11][cH:12]2)[n:7]1.[O:31]1[CH2:32][CH2:33][O:34][CH2:35][CH2:36]1>>[NH2:1][c:2]1[n:3][c:4]([NH:15][CH2:16][c:17]2[cH:18][cH:19][c:20]([CH:23]([CH3:24])[CH3:25])[cH:21][cH:22]2)[c:5]([C:13]#[N:14])[c:6](-[c:8]2[o:9][cH:10][cH:11][cH:12]2)[n:7]1.